From a dataset of the Open Reaction Database (ORD), a public repository of structured organic reaction records. describe an organic reaction: reactants, conditions, products, and yield Starting materials: C=Cc1ccc(S(=O)(=O)[O-])cc1, Cl, Cc1ccc(N)cc1, [Na+], O. Yields the product C=Cc1ccc(S(=O)(=O)[O-])cc1, [NH4+]. RXN SMILES: [CH2:1]=[CH:2][c:3]1[cH:4][cH:5][c:6]([S:9](=[O:10])(=[O:11])[O-:12])[cH:7][cH:8]1.[ClH:14].[NH2:15][c:16]1[cH:17][cH:18][c:19]([CH3:20])[cH:21][cH:22]1.[Na+:13].[OH2:23]>>[CH2:1]=[CH:2][c:3]1[cH:4][cH:5][c:6]([S:9](=[O:10])(=[O:11])[O-:12])[cH:7][cH:8]1.[NH4+:15]. Reactants: Cl, [Li+], C1CCOC1, [OH-], O, COC(=O)CCC(=NOCc1ccc(OCc2csc(-c3ccccc3)n2)cc1)c1ccccc1. The product is O=C(O)CCC(=NOCc1ccc(OCc2csc(-c3ccccc3)n2)cc1)c1ccccc1. As a reaction SMILES: [ClH:39].[Li+:3].[O:40]1[CH2:41][CH2:42][CH2:43][CH2:44]1.[OH-:2].[OH2:1].[c:4]1([C:10]([CH2:11][CH2:12][C:13](=[O:14])[O:15][CH3:16])=[N:17][O:18][CH2:19][c:20]2[cH:21][cH:22][c:23]([O:26][CH2:27][c:28]3[n:29][c:30](-[c:33]4[cH:34][cH:35][cH:36][cH:37][cH:38]4)[s:31][cH:32]3)[cH:24][cH:25]2)[cH:5][cH:6][cH:7][cH:8][cH:9]1>>[c:4]1([C:10]([CH2:11][CH2:12][C:13](=[O:14])[OH:15])=[N:17][O:18][CH2:19][c:20]2[cH:21][cH:22][c:23]([O:26][CH2:27][c:28]3[n:29][c:30](-[c:33]4[cH:34][cH:35][cH:36][cH:37][cH:38]4)[s:31][cH:32]3)[cH:24][cH:25]2)[cH:5][cH:6][cH:7][cH:8][cH:9]1. The reactants are ClCc1ccc2c(c1)OCO2, CNOC, CC#N, Cl, [Na+], [OH-], O. The product is CON(C)C(=O)c1ccc2c(c1)OCO2. Reaction SMILES: [CH2:3]([c:4]1[cH:5][c:6]2[c:10]([cH:11][cH:12]1)[O:9][CH2:8][O:7]2)[Cl:13].[CH3:15][NH:16][O:17][CH3:18].[CH3:20][C:21]#[N:22].[ClH:14].[Na+:2].[OH-:1].[OH2:19]>>[O:1]=[C:3]([c:4]1[cH:5][c:6]2[c:10]([cH:11][cH:12]1)[O:9][CH2:8][O:7]2)[N:16]([CH3:15])[O:17][CH3:18].